Task: describe an organic reaction: reactants, conditions, products, and yield. Dataset: the Open Reaction Database (ORD), a public repository of structured organic reaction records The reactants are [N+](=O)([O-])C1=CC=C(COC(=O)[C@H]2[C@](S[C@H]3N2C([C@H]3N)=O)(C)COC(NC(C)=O)=O)C=C1 ((2R,3S,5R,6R)2-(N-acetyl)carbamoyloxymethyl-6-amino-2-methylpenam-3-carboxylic acid p-nitrobenzyl ester), [H][H] (hydrogen). The reagents and catalysts are [Pd] (palladium on carbon). Run in O (water). Yields the product C(C)(=O)NC(=O)OC[C@@]1(S[C@H]2N([C@H]1C(=O)O)C([C@H]2N)=O)C ((2R,3S,5R,6R)2-(N-Acetyl)carbamoyloxymethyl-6-amino-2-methylpenam-3-carboxylic Acid). The yield is 65.1%. RXN SMILES: [N+](C1C=CC(C[O:9][C:10]([C@@H:12]2[N:16]3[C:17](=[O:20])[C@@H:18]([NH2:19])[C@H:15]3[S:14][C@:13]2([CH2:22][O:23][C:24](=[O:29])[NH:25][C:26](=[O:28])[CH3:27])[CH3:21])=[O:11])=CC=1)([O-])=O.[H][H]>[Pd].O>[C:26]([NH:25][C:24]([O:23][CH2:22][C@@:13]1([CH3:21])[C@H:12]([C:10]([OH:11])=[O:9])[N:16]2[C:17](=[O:20])[C@@H:18]([NH2:19])[C@H:15]2[S:14]1)=[O:29])(=[O:28])[CH3:27]. Procedure: To a prehydrogenated suspension of 10% palladium on carbon (0.83 gm), water-washed ethyl acetate (8.3 ml) and water (4.1 ml) was added (2R,3S,5R,6R)2-(N-acetyl)carbamoyloxymethyl-6-amino-2-methylpenam-3-carboxylic acid p-nitrobenzyl ester (0.83 gm, 1.84 mmol). The mixture was shaken at 50 psi hydrogen pressure for 80 minutes and filtered through Dicalite-coated paper. The aqueous phase was separated, concentrated at reduced pressure to remove volatile solvent and gases, frozen and lyophilized. T... Reactants: CC(=O)C (acetone), C(C)(C)(C)C1=CC(=CC=2C(CCOC21)(C)C)C(C)=O (1-(8-tert-butyl-4,4-dimethyl-2,3-dihydrobenzopyran-6-yl)1-ethanone), [Si](C)(C)(C)OS(=O)(=O)C(F)(F)F (TMSOTf), CCN(C(C)C)C(C)C ((i-Pr)2NEt), Cl (HCl). The reagents and catalysts are Cl[Ti](Cl)(Cl)Cl (TiCl4). Solvent: C(Cl)Cl (CH2Cl2), hexanes. Reaction conditions: temperature -78 celsius, time 30 minute. Product: C(C)(C)(C)C1=CC(=CC=2C(CCOC21)(C)C)C(CC(C)(C)O)=O (1-(8-tert-Butyl-4,4-dimethyl-2,3-dihydrobenzopyran-6-yl)-3-hydroxy-3-methyl-1-butanone). Yield: 69.3%. As a reaction SMILES: [C:1]([C:5]1[C:14]2[O:13][CH2:12][CH2:11][C:10]([CH3:16])([CH3:15])[C:9]=2[CH:8]=[C:7]([C:17](=[O:19])[CH3:18])[CH:6]=1)([CH3:4])([CH3:3])[CH3:2].[Si](OS(C(F)(F)F)(=O)=O)(C)(C)C.CCN(C(C)C)C(C)C.[CH3:41][C:42]([CH3:44])=[O:43].Cl>C(Cl)Cl.Cl[Ti](Cl)(Cl)Cl>[C:1]([C:5]1[C:14]2[O:13][CH2:12][CH2:11][C:10]([CH3:16])([CH3:15])[C:9]=2[CH:8]=[C:7]([C:17](=[O:19])[CH2:18][C:42]([OH:43])([CH3:44])[CH3:41])[CH:6]=1)([CH3:4])([CH3:2])[CH3:3]. Reported procedure: To a cold (-78° C.) solution of 1-(8-tert-butyl-4,4-dimethyl-2,3-dihydrobenzopyran-6-yl)1-ethanone (0.35 g, 1.36 mmol) in CH2Cl2 (3.0 mL) is added TMSOTf (0.32 mL, 1.63 mmol, 1.2 equiv) and (i-Pr)2NEt (0.28 mL, 1.63 mmol, 1.2 equiv) dropwise. The resulting red mixture is stirred at -78° C. for 30 min, and then allowed to warm to room temperature over 1 h. The resulting pale red solution is recooled to -78° C. and acetone (0.12 mL, 1.63 mmol, 1.2 equiv) and TiCl4 (0.15 mL, 1.36 mmol, 1.0 equiv) a... The reactants are CCOC(=O)C(=O)c1c(-c2ccccc2)[nH]c2ccc(C)cc12, C1COCCO1, O. Yields the product CCOC(=O)Cc1c(-c2ccccc2)[nH]c2ccc(C)cc12. RXN SMILES: [CH3:1][c:2]1[cH:3][c:4]2[c:5]([C:17]([C:18](=[O:19])[O:20][CH2:21][CH3:22])=[O:23])[c:6](-[c:11]3[cH:12][cH:13][cH:14][cH:15][cH:16]3)[nH:7][c:8]2[cH:9][cH:10]1.[O:24]1[CH2:25][CH2:26][O:27][CH2:28][CH2:29]1.[OH2:30]>>[CH3:1][c:2]1[cH:3][c:4]2[c:5]([CH2:17][C:18](=[O:19])[O:20][CH2:21][CH3:22])[c:6](-[c:11]3[cH:12][cH:13][cH:14][cH:15][cH:16]3)[nH:7][c:8]2[cH:9][cH:10]1. The reactants are CCO, COc1ccc(OCCCCBr)cc1, CCCn1cnc2c1c(=O)[nH]c(=O)n2C, O. Yields the product CCCn1cnc2c1c(=O)n(CCCCOc1ccc(OC)cc1)c(=O)n2C. As a reaction SMILES: [CH2:31]([OH:32])[CH3:33].[CH3:16][O:17][c:18]1[cH:19][cH:20][c:21]([O:22][CH2:23][CH2:24][CH2:25][CH2:26][Br:27])[cH:28][cH:29]1.[CH3:1][n:2]1[c:3](=[O:15])[nH:4][c:5](=[O:14])[c:6]2[n:7]([CH2:11][CH2:12][CH3:13])[cH:8][n:9][c:10]12.[OH2:30]>>[CH3:1][n:2]1[c:3](=[O:15])[n:4]([CH2:26][CH2:25][CH2:24][CH2:23][O:22][c:21]2[cH:20][cH:19][c:18]([O:17][CH3:16])[cH:29][cH:28]2)[c:5](=[O:14])[c:6]2[n:7]([CH2:11][CH2:12][CH3:13])[cH:8][n:9][c:10]12. Starting materials: C(C)(=O)OCC=1N(C(C(=C(C1)Cl)C#N)=O)C1=C(C=CC=C1)Cl ((4-chloro-1-(2-chlorophenyl)-5-cyano-6-oxo-1,6-dihydropyridin-2-yl)methyl acetate), O.NN (hydrazine monohydrate). Run in C(C)O (ethanol). Run at time 5 hour. The product is NC1=NNC2=C1C(N(C(=C2)CO)C2=C(C=CC=C2)Cl)=O (3-amino-5-(2-chlorophenyl)-6-(hydroxymethyl)-1,5-dihydro-4H-pyrazolo[4,3-c]pyridin-4-one). Isolated yield 86.6%. Reaction SMILES: C(O[CH2:5][C:6]1[N:7]([C:16]2[CH:21]=[CH:20][CH:19]=[CH:18][C:17]=2[Cl:22])[C:8](=[O:15])[C:9]([C:13]#[N:14])=[C:10](Cl)[CH:11]=1)(=O)C.[OH2:23].[NH2:24][NH2:25]>C(O)C>[NH2:14][C:13]1[C:9]2[C:8](=[O:15])[N:7]([C:16]3[CH:21]=[CH:20][CH:19]=[CH:18][C:17]=3[Cl:22])[C:6]([CH2:5][OH:23])=[CH:11][C:10]=2[NH:25][N:24]=1 |f:1.2|. Procedure: To a solution of (4-chloro-1-(2-chlorophenyl)-5-cyano-6-oxo-1,6-dihydropyridin-2-yl)methyl acetate obtained in Step G (670 mg) in ethanol (3.97 mL) was added hydrazine monohydrate (398 mg) at room temperature. The reaction mixture was stirred at room temperature for 5 hr. The resulting solid was collected by filtration, washed with water, and dried under reduced pressure to give the title compound (500 mg). Starting materials: BrC=1C=CC(=C(C=O)C1)OC(C)C (5-bromo-2-isopropoxy-benzaldehyde), C([O-])([O-])=O.[Na+].[Na+] (sodium carbonate), FC1=CC=C(C=C1)B(O)O (4-fluorobenzeneboronic acid). Reagents/catalysts: C=1C=CC(=CC1)[P](C=2C=CC=CC2)(C=3C=CC=CC3)[Pd]([P](C=4C=CC=CC4)(C=5C=CC=CC5)C=6C=CC=CC6)([P](C=7C=CC=CC7)(C=8C=CC=CC8)C=9C=CC=CC9)[P](C=1C=CC=CC1)(C=1C=CC=CC1)C=1C=CC=CC1 (tetrakis(triphenylphosphine)palladium(0)). The solvent is COCCOC (1,2-dimethoxyethane), C(C)(=O)OCC (ethyl acetate). Run at time 2 hour. The product is C(C)(C)OC1=C(C=O)C=C(C=C1)C1=CC=C(C=C1)F (2-Isopropoxy-5-(4-fluorophenyl)-benzaldehyde). RXN SMILES: Br[C:2]1[CH:3]=[CH:4][C:5]([O:10][CH:11]([CH3:13])[CH3:12])=[C:6]([CH:9]=1)[CH:7]=[O:8].C(=O)([O-])[O-].[Na+].[Na+].[F:20][C:21]1[CH:26]=[CH:25][C:24](B(O)O)=[CH:23][CH:22]=1>COCCOC.C(OCC)(=O)C.C1C=CC([P]([Pd]([P](C2C=CC=CC=2)(C2C=CC=CC=2)C2C=CC=CC=2)([P](C2C=CC=CC=2)(C2C=CC=CC=2)C2C=CC=CC=2)[P](C2C=CC=CC=2)(C2C=CC=CC=2)C2C=CC=CC=2)(C2C=CC=CC=2)C2C=CC=CC=2)=CC=1>[CH:11]([O:10][C:5]1[CH:4]=[CH:3][C:2]([C:24]2[CH:25]=[CH:26][C:21]([F:20])=[CH:22][CH:23]=2)=[CH:9][C:6]=1[CH:7]=[O:8])([CH3:13])[CH3:12] |f:1.2.3,^1:45,47,66,85|. Procedure details: To a solution of 5-bromo-2-isopropoxy-benzaldehyde (504 mg, 2.07 mmol) in 1,2-dimethoxyethane (5 mL) were added tetrakis(triphenylphosphine)palladium(0) (87 mg, 0.075 mmol), 2M aqueous sodium carbonate (2.5 mL), and 4-fluorobenzeneboronic acid (396 mg, 2.83 mmol). The reaction mixture was stirred for 2 hours at reflux temperature, cooled, diluted with ethyl acetate, washed with water, saturated brine solution, dried (Na2SO4), and evaporated. The title compound was purified by flash chromatograph... Starting materials: CC(C)=O, CC(C)OCc1cccc(N)c1, [H][H]. Product: CC(C)Nc1cccc(COC(C)C)c1. RXN SMILES: [CH3:15][C:16]([CH3:17])=[O:18].[CH:1]([CH3:2])([CH3:3])[O:4][CH2:5][c:6]1[cH:7][c:8]([NH2:9])[cH:10][cH:11][cH:12]1.[H:13][H:14]>>[CH:1]([CH3:2])([CH3:3])[O:4][CH2:5][c:6]1[cH:7][c:8]([NH:9][CH:16]([CH3:15])[CH3:17])[cH:10][cH:11][cH:12]1. Starting materials: C1(=CC=CC=C1)[C@@H]1[C@@H]([C@H]2CC[C@@H](C1)N2C)C(=O)OC (Methyl (1R,5S)-3β-phenyltropane-2β-carboxylate), FC1=CC=C(C=C1)[C@@H]1[C@@H]([C@H]2CC[C@@H](C1)N2C)C(=O)OC (Methyl (1R,5S)-3β-(p-fluorophenyl)tropane-2β-carboxylate). The product is C(=O)[C@@H]1[C@H]2CC[C@@H](C[C@@H]1C1=CC=C(C=C1)F)N2C ((1R,5S)-2β-formyl-3β-(p-fluorophenyl)tropane). Reaction SMILES: C1([C@H]2C[C@H]3N(C)[C@H](CC3)[C@H]2C(OC)=O)C=CC=CC=1.[F:20][C:21]1[CH:26]=[CH:25][C:24]([C@H:27]2[CH2:33][C@H:32]3[N:34]([CH3:35])[C@H:29]([CH2:30][CH2:31]3)[C@H:28]2[C:36](OC)=[O:37])=[CH:23][CH:22]=1>>[CH:36]([C@H:28]1[C@@H:27]([C:24]2[CH:23]=[CH:22][C:21]([F:20])=[CH:26][CH:25]=2)[CH2:33][C@H:32]2[N:34]([CH3:35])[C@@H:29]1[CH2:30][CH2:31]2)=[O:37]. Procedure details: Using a procedure similar to that described in Example 8, sub-part b, except replacing the compound 15 used therein with compound 17, the compound 20 was prepared as a colorless oil: 1H NMR (CDCl3) δ1.74 (d,1H, J=8.5), 1.64-1.82 (m,1H), 1.91 (dt,1H, J=3.8 and 12.7), 2.21 (s,3H), 2.10-2.33 (m,2H), 2.39-2.54 (m,2H), 3.16 (dt,1H, J=5.7 and 12.9), 3.40-3.48 (m,1H), 3.50-3.60 (m,1H), 7.00 (t, 2H, J=8.7), 7.19 (dd, 2H, J=6.0 and 8.4), 9.64 (d,1H, J=3.2).